Dataset: the Open Reaction Database (ORD), a public repository of structured organic reaction records. Task: describe an organic reaction: reactants, conditions, products, and yield Reactants: CC(C)(C)[Si](C)(C)Cl, CC(O)CO, ClCCl, c1c[nH]cn1. Product: CC(O)CO[Si](C)(C)C(C)(C)C. Reaction SMILES: [C:1]([CH3:2])([CH3:3])([CH3:4])[Si:5]([Cl:6])([CH3:7])[CH3:8].[CH2:9]([CH:10]([CH3:11])[OH:12])[OH:13].[Cl:19][CH2:20][Cl:21].[nH:14]1[cH:15][cH:16][n:17][cH:18]1>>[C:1]([CH3:2])([CH3:3])([CH3:4])[Si:5]([CH3:7])([CH3:8])[O:13][CH2:9][CH:10]([CH3:11])[OH:12]. Starting materials: Cc1ccc(-c2nc(CCOc3cccc4c3CCC=C4CCC(N)=O)c(C)o2)cc1, C1COCCO1, O=C(O)C(F)(F)F, c1ccncc1. Product: Cc1ccc(-c2nc(CCOc3cccc4c3CCC=C4CCC#N)c(C)o2)cc1. Reaction SMILES: [CH3:7][c:8]1[cH:9][cH:10][c:11](-[c:14]2[o:15][c:16]([CH3:37])[c:17]([CH2:19][CH2:20][O:21][c:22]3[c:23]4[c:28]([cH:29][cH:30][cH:31]3)[C:27]([CH2:32][CH2:33][C:34](=[O:35])[NH2:36])=[CH:26][CH2:25][CH2:24]4)[n:18]2)[cH:12][cH:13]1.[O:1]1[CH2:2][CH2:3][O:4][CH2:5][CH2:6]1.[OH:38][C:39]([C:40]([F:41])([F:42])[F:43])=[O:44].[cH:45]1[cH:46][cH:47][n:48][cH:49][cH:50]1>>[CH3:7][c:8]1[cH:9][cH:10][c:11](-[c:14]2[o:15][c:16]([CH3:37])[c:17]([CH2:19][CH2:20][O:21][c:22]3[c:23]4[c:28]([cH:29][cH:30][cH:31]3)[C:27]([CH2:32][CH2:33][C:34]#[N:36])=[CH:26][CH2:25][CH2:24]4)[n:18]2)[cH:12][cH:13]1.